From a dataset of the Open Reaction Database (ORD), a public repository of structured organic reaction records. describe an organic reaction: reactants, conditions, products, and yield Starting materials: FC1=C(C=O)C=CC(=C1[N+](=O)[O-])O (2-fluoro-4-hydroxy-3-nitrobenzaldehyde), substituted-2-nitrophenols, C1(=CC=CC=C1)O (phenol), COC(C(C)Br)=O (methyl-2-bromopropanoate). Yields the product FC=1C(=C(OC(C(=O)OC)C)C=CC1C=O)[N+](=O)[O-] (Methyl 2-(3-fluoro-4-formyl-2-nitrophenoxy)propanoate). Reaction SMILES: [F:1][C:2]1[C:9]([N+:10]([O-:12])=[O:11])=[C:8]([OH:13])[CH:7]=[CH:6][C:3]=1[CH:4]=[O:5].C1(O)C=CC=CC=1.[CH3:21][O:22][C:23](=[O:27])[CH:24](Br)[CH3:25]>>[F:1][C:2]1[C:9]([N+:10]([O-:12])=[O:11])=[C:8]([CH:7]=[CH:6][C:3]=1[CH:4]=[O:5])[O:13][CH:24]([CH3:25])[C:23]([O:22][CH3:21])=[O:27]. Reported procedure: Using 2-fluoro-4-hydroxy-3-nitrobenzaldehyde as the phenol and methyl-2-bromopropanoate as the alkylating agent in the general procedure for alkylation of substituted-2-nitrophenols gives the title compound as a white solid: ESI-MS: m/z 272.1 (M+H)+. Procedure: A sealed tube equipped with a magnetic stirrer was charged with 222a (550 mg, 2.2 mmol), (3-(acetoxymethyl)-2-(7,7-dimethyl-1-oxo-3,4,7,8-tetrahydro-1H-cyclopenta[4,5]pyrrolo-[1,2-a]pyrazin-2(6H)-yl)pyridin-4-yl)boronic acid 199e (2.18 g, 5.5 mmol), Pd2(dba)3 (201 mg, 0.22 mmol), tricyclohexylphospine (84 mg, 0.30 mmol), Cs2CO3 (1.43 g, 4.4 mmol), dioxane (12 mL), and water (1 mL). After three cycles of vacuum/argon flush, the mixture was heated at 110° C. for 4 h. It was then filtered and the f... Reagents/catalysts: C=1C=CC(=CC1)/C=C/C(=O)/C=C/C2=CC=CC=C2.C=1C=CC(=CC1)/C=C/C(=O)/C=C/C2=CC=CC=C2.C=1C=CC(=CC1)/C=C/C(=O)/C=C/C2=CC=CC=C2.[Pd].[Pd] (Pd2(dba)3). The yield is 24.8%. RXN SMILES: Cl[C:2]1[CH:3]=[C:4]([NH:10][C:11]2[CH:16]=[CH:15][N:14]=[C:13]([CH3:17])[N:12]=2)[C:5]([O:8][CH3:9])=[N:6][CH:7]=1.[C:18]([O:21][CH2:22][C:23]1[C:24]([N:32]2[CH2:43][CH2:42][N:41]3[C:34](=[CH:35][C:36]4[CH2:37][C:38]([CH3:45])([CH3:44])[CH2:39][C:40]=43)[C:33]2=[O:46])=[N:25][CH:26]=[CH:27][C:28]=1B(O)O)(=[O:20])[CH3:19].C1(P(C2CCCCC2)C2CCCCC2)CCCCC1.C([O-])([O-])=O.[Cs+].[Cs+]>C1C=CC(/C=C/C(/C=C/C2C=CC=CC=2)=O)=CC=1.C1C=CC(/C=C/C(/C=C/C2C=CC=CC=2)=O)=CC=1.C1C=CC(/C=C/C(/C=C/C2C=CC=CC=2)=O)=CC=1.[Pd].[Pd].O.O1CCOCC1>[C:18]([O:21][CH2:22][C:23]1[C:24]([N:32]2[CH2:43][CH2:42][N:41]3[C:34](=[CH:35][C:36]4[CH2:37][C:38]([CH3:45])([CH3:44])[CH2:39][C:40]=43)[C:33]2=[O:46])=[N:25][CH:26]=[CH:27][C:28]=1[C:2]1[CH:7]=[N:6][C:5]([O:8][CH3:9])=[C:4]([NH:10][C:11]2[CH:16]=[CH:15][N:14]=[C:13]([CH3:17])[N:12]=2)[CH:3]=1)(=[O:20])[CH3:19] |f:3.4.5,6.7.8.9.10|. Yields the product C(C)(=O)OCC=1C(=NC=CC1C=1C=NC(=C(C1)NC1=NC(=NC=C1)C)OC)N1C(C2=CC=3CC(CC3N2CC1)(C)C)=O ((2-{4,4-Dimethyl-9-oxo-1,10-diazatricyclo[6.4.0.02,6]dodeca-2(6),7-dien-10-yl}-4-{6-methoxy-5-[(2-methylpyrimidin-4-yl)amino]pyridin-3-yl}pyridin-3-yl)methyl Acetate). Reaction conditions: temperature 110 celsius. Starting materials: ClC=1C=C(C(=NC1)OC)NC1=NC(=NC=C1)C (N-(5-Chloro-2-methoxypyridin-3-yl)-2-methylpyrimidin-4-amine), C(C)(=O)OCC=1C(=NC=CC1B(O)O)N1C(C2=CC=3CC(CC3N2CC1)(C)C)=O ({3-[(Acetyloxy)methyl]-2-{4,4-dimethyl-9-oxo-1,10-diazatricyclo[6.4.0.02,6]dodeca-2(6),7-dien-10-yl}pyridin-4-yl}boronic Acid), C1(CCCCC1)P(C1CCCCC1)C1CCCCC1 (tricyclohexylphospine), C(=O)([O-])[O-].[Cs+].[Cs+] (Cs2CO3). The solvent is O (water), O1CCOCC1 (dioxane). Reactants: O=C=Nc1cccc(Cl)c1, CN(C)C=O, O, CC12CCC(=O)C=C1CCC1C2=CCC2(C)C1CCC2(O)C(=O)CN1CCNCC1. Product: CC12CCC(=O)C=C1CCC1C2=CCC2(C)C1CCC2(O)C(=O)CN1CCN(C(=O)Nc2cccc(Cl)c2)CC1. As a reaction SMILES: [Cl:31][c:32]1[cH:33][c:34]([N:38]=[C:39]=[O:40])[cH:35][cH:36][cH:37]1.[O:42]=[CH:43][N:44]([CH3:45])[CH3:46].[OH2:41].[OH:1][C:2]1([C:3]([CH2:4][N:5]2[CH2:6][CH2:7][NH:8][CH2:9][CH2:10]2)=[O:11])[CH2:12][CH2:13][CH:14]2[CH:15]3[CH2:16][CH2:17][C:18]4=[CH:19][C:20](=[O:30])[CH2:21][CH2:22][C:23]4([CH3:24])[C:25]3=[CH:26][CH2:27][C:28]12[CH3:29]>>[OH:1][C:2]1([C:3]([CH2:4][N:5]2[CH2:6][CH2:7][N:8]([C:39]([NH:38][c:34]3[cH:33][c:32]([Cl:31])[cH:37][cH:36][cH:35]3)=[O:40])[CH2:9][CH2:10]2)=[O:11])[CH2:12][CH2:13][CH:14]2[CH:15]3[CH2:16][CH2:17][C:18]4=[CH:19][C:20](=[O:30])[CH2:21][CH2:22][C:23]4([CH3:24])[C:25]3=[CH:26][CH2:27][C:28]12[CH3:29]. Reaction SMILES: Br[C:2]1[CH:3]=[C:4]([CH:28]=[CH:29][CH:30]=1)[CH2:5][N:6]1[C:10]([CH3:11])=[CH:9][C:8]([C:12]2[O:16][N:15]=[C:14]([C:17]3[CH:22]=[CH:21][C:20]([O:23][C:24]([F:27])([F:26])[F:25])=[CH:19][CH:18]=3)[N:13]=2)=[N:7]1.[C:31]([CH:33]1[CH2:38][CH2:37][NH:36][CH2:35][CH2:34]1)#[N:32]>>[CH3:11][C:10]1[N:6]([CH2:5][C:4]2[CH:3]=[C:2]([N:36]3[CH2:37][CH2:38][CH:33]([C:31]#[N:32])[CH2:34][CH2:35]3)[CH:30]=[CH:29][CH:28]=2)[N:7]=[C:8]([C:12]2[O:16][N:15]=[C:14]([C:17]3[CH:22]=[CH:21][C:20]([O:23][C:24]([F:27])([F:26])[F:25])=[CH:19][CH:18]=3)[N:13]=2)[CH:9]=1. Reported procedure: Analogously to the process described in Example 8, 150 mg (0.313 mmol) of the compound from Example 1A and 69 mg (0.626 mmol) of 4-cyanopiperidine were used to obtain 68 mg (43% of theory) of the title compound. The reactants are BrC=1C=C(CN2N=C(C=C2C)C2=NC(=NO2)C2=CC=C(C=C2)OC(F)(F)F)C=CC1 (5-[1-(3-Bromobenzyl)-5-methyl-1H-pyrazol-3-yl]-3-[4-(trifluoromethoxy)phenyl]-1,2,4-oxadiazole), C(#N)C1CCNCC1 (4-cyanopiperidine). Yields the product CC1=CC(=NN1CC=1C=C(C=CC1)N1CCC(CC1)C#N)C1=NC(=NO1)C1=CC=C(C=C1)OC(F)(F)F (1-{3-[(5-Methyl-3-{3-[4-(trifluoromethoxy)phenyl]-1,2,4-oxadiazol-5-yl}-1H-pyrazol-1-yl)methyl]phenyl}piperidine-4-carbonitrile). Starting materials: CCN(C(C)C)C(C)C, O=S(=O)(CCCCCCCl)NC1CC1, Clc1ccc(C(c2ccccc2)N2CCNCC2)cc1. The product is O=S(=O)(CCCCCCN1CCN(C(c2ccccc2)c2ccc(Cl)cc2)CC1)NC1CC1. As a reaction SMILES: [CH2:35]([N:36]([CH:37]([CH3:38])[CH3:39])[CH:40]([CH3:41])[CH3:42])[CH3:43].[CH:21]1([NH:24][S:25](=[O:26])(=[O:27])[CH2:28][CH2:29][CH2:30][CH2:31][CH2:32][CH2:33][Cl:34])[CH2:22][CH2:23]1.[Cl:1][c:2]1[cH:3][cH:4][c:5]([CH:8]([N:9]2[CH2:10][CH2:11][NH:12][CH2:13][CH2:14]2)[c:15]2[cH:16][cH:17][cH:18][cH:19][cH:20]2)[cH:6][cH:7]1>>[Cl:1][c:2]1[cH:3][cH:4][c:5]([CH:8]([N:9]2[CH2:10][CH2:11][N:12]([CH2:33][CH2:32][CH2:31][CH2:30][CH2:29][CH2:28][S:25]([NH:24][CH:21]3[CH2:22][CH2:23]3)(=[O:26])=[O:27])[CH2:13][CH2:14]2)[c:15]2[cH:16][cH:17][cH:18][cH:19][cH:20]2)[cH:6][cH:7]1. The reactants are C(Cl)Cl (DCM), C(C=C)C=1N=C(N2C1C=NC1=C2C=CN1S(=O)(=O)C1=CC=C(C)C=C1)C12CCC(CC1)(CC2)NS(=O)(=O)C2CC2 (N-(4-(3-allyl-6-tosyl-6H-imidazo[1,5-a]pyrrolo[2,3-e]pyrazin-1-yl)bicyclo-[2.2.2]octan-1-yl)cyclopropanesulfonamide), C[N+]1(CCOCC1)[O-] (N-methylmorpholine-N-oxide), O1CCOCC1 (1,4-dioxane). The reagents and catalysts are [Os](=O)(=O)(=O)=O (osmium tetroxide). Run in O (water), O (water). Run at time 15 hour. Product: OC(CC=1N=C(N2C1C=NC1=C2C=CN1S(=O)(=O)C1=CC=C(C)C=C1)C12CCC(CC1)(CC2)NS(=O)(=O)C2CC2)CO (N-(4-(3-(2,3-dihydroxypropyl)-6-tosyl-6H-imidazo[1,5-a]pyrrolo[2,3-e]pyrazin-1-yl)bicyclo[2.2.2]octan-1-yl)cyclopropanesulfonamide). Yield: 3.0%. RXN SMILES: [CH2:1]([C:4]1[N:5]=[C:6]([C:26]23[CH2:33][CH2:32][C:29]([NH:34][S:35]([CH:38]4[CH2:40][CH2:39]4)(=[O:37])=[O:36])([CH2:30][CH2:31]2)[CH2:28][CH2:27]3)[N:7]2[C:12]3[CH:13]=[CH:14][N:15]([S:16]([C:19]4[CH:25]=[CH:24][C:22]([CH3:23])=[CH:21][CH:20]=4)(=[O:18])=[O:17])[C:11]=3[N:10]=[CH:9][C:8]=12)C=C.C[N+]1([O-])CCOCC1.C(Cl)Cl.[O:52]1[CH2:57][CH2:56][O:55]CC1>O.[Os](=O)(=O)(=O)=O>[OH:52][CH:57]([CH2:56][OH:55])[CH2:1][C:4]1[N:5]=[C:6]([C:26]23[CH2:31][CH2:30][C:29]([NH:34][S:35]([CH:38]4[CH2:40][CH2:39]4)(=[O:36])=[O:37])([CH2:28][CH2:27]2)[CH2:32][CH2:33]3)[N:7]2[C:12]3[CH:13]=[CH:14][N:15]([S:16]([C:19]4[CH:20]=[CH:21][C:22]([CH3:23])=[CH:24][CH:25]=4)(=[O:17])=[O:18])[C:11]=3[N:10]=[CH:9][C:8]=12. Procedure: To a solution of N-(4-(3-allyl-6-tosyl-6H-imidazo[1,5-a]pyrrolo[2,3-e]pyrazin-1-yl)bicyclo-[2.2.2]octan-1-yl)cyclopropanesulfonamide (0.27 g, 0.47 mmol, prepared using E with 4-(tert-butoxycarbonylamino)bicyclo[2.2.2]octane-1-carboxylic acid [Prime Organics], K with cyclopropylsulfonyl chloride, H from Preparation #12, HATU and DIEA, Q with Lawesson's reagent and mercury (II) trifluoroacetate) in 1,4-dioxane (10 mL) and water (1 mL) was added N-methylmorpholine-N-oxide (0.22 g, 1.8 mmol) followe... Reactants: C(C)(C)(C)OC(=O)[C@@]12N(C(OC[C@]2(C1)C1=CC=CC=C1)=O)C(=O)OC(C)(C)C ((1R*,6R*)-3-oxo-6-phenyl-4-oxa-2-aza-bicyclo[4.1.0]heptan-1,2-dicarboxylic acid di-t-butyl ester), C([O-])([O-])=O.[Cs+].[Cs+] (cesium carbonate). The solvent is CO (methanol). Conditions: time 30 minute. Yields the product C(C)(C)(C)OC(=O)[C@@]1([C@@](C1)(C1=CC=CC=C1)CO)NC(=O)OC(C)(C)C ((1R*,2R*)-1-t-butoxycarbonylamino-2-hydroxymethyl-2-phenylcyclopropanecarboxylic acid t-butyl ester). The yield is 95.0%. As a reaction SMILES: [C:1]([O:5][C:6]([C@@:8]12[CH2:14][C@:13]1([C:15]1[CH:20]=[CH:19][CH:18]=[CH:17][CH:16]=1)[CH2:12][O:11]C(=O)[N:9]2[C:22]([O:24][C:25]([CH3:28])([CH3:27])[CH3:26])=[O:23])=[O:7])([CH3:4])([CH3:3])[CH3:2].C(=O)([O-])[O-].[Cs+].[Cs+]>CO>[C:1]([O:5][C:6]([C@@:8]1([NH:9][C:22]([O:24][C:25]([CH3:28])([CH3:27])[CH3:26])=[O:23])[CH2:14][C@@:13]1([CH2:12][OH:11])[C:15]1[CH:20]=[CH:19][CH:18]=[CH:17][CH:16]=1)=[O:7])([CH3:3])([CH3:4])[CH3:2] |f:1.2.3|. Procedure details: To the obtained solution of (1R*,6R*)-3-oxo-6-phenyl-4-oxa-2-aza-bicyclo[4.1.0]heptan-1,2-dicarboxylic acid di-t-butyl ester (2.1 g, 5.5 mmol) in methanol (42 mL) was added cesium carbonate (0.54 g, 1.7 mmol) at room temperature. After stirring for 30 min., the mixture was concentrated to about half the amount under reduced pressure, and then saturated aqueous sodium chloride solution (40 mL) was added to the obtained residue. The mixture was extracted three times with ethyl acetate (30 mL), was... The reactants are O=Cc1ccc(Br)s1, C1CCNCC1, O=C(O)CC(=O)O, c1ccncc1. Yields the product O=C(O)C=Cc1ccc(Br)s1. RXN SMILES: [Br:8][c:9]1[cH:10][cH:11][c:12]([CH:14]=[O:15])[s:13]1.[CH2:16]1[CH2:17][CH2:18][NH:19][CH2:20][CH2:21]1.[OH:1][C:2](=[O:3])[CH2:4][C:5](=[O:6])[OH:7].[cH:22]1[cH:23][cH:24][n:25][cH:26][cH:27]1>>[OH:1][C:2](=[O:3])[CH:4]=[CH:5][c:12]1[cH:11][cH:10][c:9]([Br:8])[s:13]1. Reactants: ClC=1C=C(C=CC1C1CCCCC1)C(CCN(CC)CC)=O (3-chloro-4-cyclohexyl-1-(3-diethylamino-1-oxo-propyl)-benzene), [B-].[Na+] (sodium borohydrate), [B-].[Na+] (sodium borohydrate). Solvent: CO (methanol), C([O-])([O-])=O.[Na+].[Na+] (sodium carbonate). Reaction conditions: time 12 hour. Yields the product ClC=1C=C(C=CC1C1CCCCC1)C(CCN(CC)CC)O (3-chloro-4-cyclohexyl-1-(3-diethylamino-1-hydroxy-propyl)-benzene). The yield is 69.4%. Reaction SMILES: [Cl:1][C:2]1[CH:3]=[C:4]([C:14](=[O:22])[CH2:15][CH2:16][N:17]([CH2:20][CH3:21])[CH2:18][CH3:19])[CH:5]=[CH:6][C:7]=1[CH:8]1[CH2:13][CH2:12][CH2:11][CH2:10][CH2:9]1.[B-].[Na+]>CO.C(=O)([O-])[O-].[Na+].[Na+]>[Cl:1][C:2]1[CH:3]=[C:4]([CH:14]([OH:22])[CH2:15][CH2:16][N:17]([CH2:20][CH3:21])[CH2:18][CH3:19])[CH:5]=[CH:6][C:7]=1[CH:8]1[CH2:13][CH2:12][CH2:11][CH2:10][CH2:9]1 |f:1.2,4.5.6|. Procedure details: 116 g of the product of step (a) were suspended in a mixture of 1 liter of methanol and 60 ml of 40% sodium carbonate. 40 g of sodium borohydrate were then added slowly to this suspension, maintaining the temperature below 8° C. After all of the sodium borohydrate had been added, the mixture was left for 12 hours at ambient temperature, after which 1.5 liters of 5% soda solution were added and the mixture was extracted with 700 ml of isopropyl ether. The organic phase was washed with water, drie...